This data is from the Open Reaction Database (ORD), a public repository of structured organic reaction records. The task is: describe an organic reaction: reactants, conditions, products, and yield Reactants: FC(C=NNC1CCN(CC1)C(=O)OCC1=CC=CC=C1)(F)F (benzyl 4-(2-(2,2,2-trifluoroethylidene)hydrazinyl)piperidine-1-carboxylate), C1CC(=O)N(C1=O)Br (NBS), O (water), C(C)(=O)OCC (Ethyl acetate). Solvent: CN(C)C=O (DMF), [Cl-].[Na+].O (brine). Conditions: time 1 hour. Product: BrC(C(F)(F)F)=NNC1CCN(CC1)C(=O)OCC1=CC=CC=C1 (benzyl 4-(2-(1-bromo-2,2,2-trifluoroethylidene)hydrazinyl)piperidine-1-carboxylate). Isolated yield 47.2%. As a reaction SMILES: [F:1][C:2]([F:23])([F:22])[CH:3]=[N:4][NH:5][CH:6]1[CH2:11][CH2:10][N:9]([C:12]([O:14][CH2:15][C:16]2[CH:21]=[CH:20][CH:19]=[CH:18][CH:17]=2)=[O:13])[CH2:8][CH2:7]1.C1C(=O)N([Br:31])C(=O)C1.C(OCC)(=O)C.O>CN(C=O)C.[Cl-].[Na+].O>[Br:31][C:3](=[N:4][NH:5][CH:6]1[CH2:7][CH2:8][N:9]([C:12]([O:14][CH2:15][C:16]2[CH:17]=[CH:18][CH:19]=[CH:20][CH:21]=2)=[O:13])[CH2:10][CH2:11]1)[C:2]([F:1])([F:22])[F:23] |f:5.6.7|. Procedure details: To a stirred solution of 110 (2.881 g, 8.75 mmol) in DMF (29.2 ml) was added NBS (1.713 g, 9.62 mmol) and the resulting solution was allowed to stir for 1 h at room temperature. Ethyl acetate was added followed by brine and water (50/50), and the AcOEt extracts were washed with water and brine, dried over MgSO4, filtrated and concentrated. The residue was purified via Biotage (5% to 20% EtOAc/Hexane; 25M column) to afford 111 (1.685 g, 47.2% yield) as yellow oil. LRMS (ESI): calc. 407.05 and 409...